Task: describe an organic reaction: reactants, conditions, products, and yield. Dataset: the Open Reaction Database (ORD), a public repository of structured organic reaction records Isolated yield 34.2%. As a reaction SMILES: [CH2:1]([N:8]1[CH2:13][CH2:12][CH:11]([C:14]2([C:19]([NH:21][NH2:22])=O)[CH2:18][CH2:17][CH2:16][CH2:15]2)[CH2:10][CH2:9]1)[C:2]1[CH:7]=[CH:6][CH:5]=[CH:4][CH:3]=1.CO[C:25]1[CH2:26][CH2:27][CH2:28][CH2:29][CH2:30][CH2:31][N:32]=1>C1(C)C=CC=CC=1>[CH2:1]([N:8]1[CH2:13][CH2:12][CH:11]([C:14]2([C:19]3[N:32]4[CH2:31][CH2:30][CH2:29][CH2:28][CH2:27][CH2:26][C:25]4=[N:22][N:21]=3)[CH2:18][CH2:17][CH2:16][CH2:15]2)[CH2:10][CH2:9]1)[C:2]1[CH:7]=[CH:6][CH:5]=[CH:4][CH:3]=1. Procedure: 1-(1-Benzylpiperidin-4-yl)cyclopentane-1-carbohydrazide (573 mg) and 8-methoxy-2,3,4,5,6,7-hexahydroazocine (671 mg) were stirred in toluene (10 ml) at 110° C. for 21 hours. The reaction solution was subjected to evaporation under reduced pressure and the resulting crude product was purified by column chromatography (chloroform:methanol=97:3). The resulting solid washed with hexane to obtain 255 mg of 3-[1-(1-benzyl-4-piperidinyl)cyclopentyl]-5,6,7,8,9,10-hexahydro[1,2,4]triazolo[4,3-a]azocine (... The solvent is C1(=CC=CC=C1)C (toluene). The reactants are C(C1=CC=CC=C1)N1CCC(CC1)C1(CCCC1)C(=O)NN (1-(1-Benzylpiperidin-4-yl)cyclopentane-1-carbohydrazide), COC=1CCCCCCN1 (8-methoxy-2,3,4,5,6,7-hexahydroazocine). Product: C(C1=CC=CC=C1)N1CCC(CC1)C1(CCCC1)C1=NN=C2N1CCCCCC2 (3-[1-(1-benzyl-4-piperidinyl)cyclopentyl]-5,6,7,8,9,10-hexahydro[1,2,4]triazolo[4,3-a]azocine). Reactants: [Na].OC=1C=NC=CC1 (3-Hydroxypyridine sodium salt), O=C1OCC2N1CCN(C2)C(=O)OC(C)(C)C (tert-butyl tetrahydro-3-oxo-1H-oxazolo[3,4-a]pyrazine-7(3H)-carboxylate). Solvent: CN(C)C=O (DMF). Run at temperature 120 celsius. Yields the product N1=CC(=CC=C1)OC[C@H]1CN(CCN1)C(=O)OC(C)(C)C ((R)-tert-butyl 3-((pyridin-3-yloxy)methyl)piperazine-1-carboxylate). Yield: 50.8%. RXN SMILES: [Na].[OH:2][C:3]1[CH:4]=[N:5][CH:6]=[CH:7][CH:8]=1.O=C1[N:14]2[CH2:15][CH2:16][N:17]([C:19]([O:21][C:22]([CH3:25])([CH3:24])[CH3:23])=[O:20])[CH2:18][CH:13]2[CH2:12]O1>CN(C=O)C>[N:5]1[CH:6]=[CH:7][CH:8]=[C:3]([O:2][CH2:12][C@@H:13]2[NH:14][CH2:15][CH2:16][N:17]([C:19]([O:21][C:22]([CH3:23])([CH3:25])[CH3:24])=[O:20])[CH2:18]2)[CH:4]=1 |f:0.1,^1:0|. Procedure: 3-Hydroxypyridine sodium salt (Acros, 7.23 g, 61.7 mmol) was added to a solution of tert-butyl tetrahydro-3-oxo-1H-oxazolo[3,4-a]pyrazine-7(3H)-carboxylate (5.00 g, 20.6 mmol) in DMF (50 mL). The reaction mixture was heated to 120° C. for 60 h. Upon cooling to rt, the reaction mixture was concentrated under reduced pressure. The material was dissolved in H2O (100 mL) and was extracted with EtOAc (3×150 mL). The combined organics were washed with 1 N NaOH (3×200 mL) and brine (200 mL), dried over... The reactants are NC[C@H]1N([C@H]2C[C@H]2C1)C(=O)C=1N=C(SC1C1=CC(=CC=C1)F)C ([(1S,3S,5S)-3-aminomethyl-2-aza-bicyclo[3.1.0]hex-2-yl]-[5-(3-fluoro-phenyl)-2-methyl-thiazol-4-yl]-methanone), N1N=C(C2=CC=CC=C12)C(=O)O (1H-indazole-3-carboxylic acid). Product: FC=1C=C(C=CC1)C1=C(N=C(S1)C)C(=O)N1[C@H]2C[C@H]2C[C@H]1CNC(=O)C1=NNC2=CC=CC=C12 (1H-indazole-3-carboxylic acid {(1S,3S,5S)-2-[5-(3-fluoro-phenyl)-2-methyl-thiazole-4-carbonyl]-2-aza-bicyclo[3.1.0]hex-3-ylmethyl}-amide). RXN SMILES: [NH2:1][CH2:2][C@@H:3]1[CH2:8][C@H:7]2[C@H:5]([CH2:6]2)[N:4]1[C:9]([C:11]1[N:12]=[C:13]([CH3:23])[S:14][C:15]=1[C:16]1[CH:21]=[CH:20][CH:19]=[C:18]([F:22])[CH:17]=1)=[O:10].[NH:24]1[C:32]2[C:27](=[CH:28][CH:29]=[CH:30][CH:31]=2)[C:26]([C:33](O)=[O:34])=[N:25]1>>[F:22][C:18]1[CH:17]=[C:16]([C:15]2[S:14][C:13]([CH3:23])=[N:12][C:11]=2[C:9]([N:4]2[C@H:3]([CH2:2][NH:1][C:33]([C:26]3[C:27]4[C:32](=[CH:31][CH:30]=[CH:29][CH:28]=4)[NH:24][N:25]=3)=[O:34])[CH2:8][C@H:7]3[C@@H:5]2[CH2:6]3)=[O:10])[CH:21]=[CH:20][CH:19]=1. Procedure details: prepared by reaction of [(1S,3S,5S)-3-aminomethyl-2-aza-bicyclo[3.1.0]hex-2-yl]-[5-(3-fluoro-phenyl)-2-methyl-thiazol-4-yl]-methanone with 1H-indazole-3-carboxylic acid. LC-MS (basic): tR=0.85 min; [M+H]+=476.1. Starting materials: CC1=CC(=C(C(=O)C2=CC=CC=C2)C=C1)N (4-methyl-2-aminobenzophenone), O (water). Run in C(C)(=O)O (acetic acid), OO (hydrogen peroxide). Product: CC1=CC=2C(=C(ON2)C2=CC=CC=C2)C=C1 (6-Methyl-3-phenyl-2,1-benzisoxazole). Yield: 33.5%. As a reaction SMILES: [CH3:1][C:2]1[CH:15]=[CH:14][C:5]([C:6]([C:8]2[CH:13]=[CH:12][CH:11]=[CH:10][CH:9]=2)=[O:7])=[C:4]([NH2:16])[CH:3]=1.O>C(O)(=O)C.OO>[CH3:1][C:2]1[CH:15]=[CH:14][C:5]2=[C:6]([C:8]3[CH:13]=[CH:12][CH:11]=[CH:10][CH:9]=3)[O:7][N:16]=[C:4]2[CH:3]=1. Reported procedure: A solution of 31.6 g (0.15 mole) of 4-methyl-2-aminobenzophenone in 350 ml of glacial acetic acid and 175 ml of 30% hydrogen peroxide was let stand at ambient temperature for 72 hr. The solution was poured into 3 liters of water and a solid gradually crystallized. The solid was collected by filtration, washed with water and recrystallized from 2-propanol. The precipitate was slurried in 200 ml of carbon tetrachloride and filtered. The filtrate was concentrated to yield 10.5 g (35%) of title comp... The reactants are C1(CCCCC1)C1=CC=C(C(=O)NC=2C=CC(=NC2)N2CC(CC2)CNC(OC(C)(C)C)=O)C=C1 (tert-Butyl {1-[5-(4-cyclohexylbenzoylamino)pyridin-2-yl]pyrrolidin-3-yl}methylcarbamate), CC(=CCBr)C (3-methyl-2-butenyl bromide). The product is C1(CCCCC1)C1=CC=C(C(=O)N(C=2C=CC(=NC2)N2CC(CC2)CNC(OC(C)(C)C)=O)CC=C(C)C)C=C1 (tert-Butyl (1-{5-[(4-cyclohexylbenzoyl)-(3-methylbut-2-enyl)amino]pyridin-2-yl}pyrrolidin-3-yl)methylcarbamate). RXN SMILES: [CH:1]1([C:7]2[CH:35]=[CH:34][C:10]([C:11]([NH:13][C:14]3[CH:15]=[CH:16][C:17]([N:20]4[CH2:24][CH2:23][CH:22]([CH2:25][NH:26][C:27](=[O:33])[O:28][C:29]([CH3:32])([CH3:31])[CH3:30])[CH2:21]4)=[N:18][CH:19]=3)=[O:12])=[CH:9][CH:8]=2)[CH2:6][CH2:5][CH2:4][CH2:3][CH2:2]1.[CH3:36][C:37]([CH3:41])=[CH:38][CH2:39]Br>>[CH:1]1([C:7]2[CH:35]=[CH:34][C:10]([C:11]([N:13]([CH2:39][CH:38]=[C:37]([CH3:41])[CH3:36])[C:14]3[CH:15]=[CH:16][C:17]([N:20]4[CH2:24][CH2:23][CH:22]([CH2:25][NH:26][C:27](=[O:33])[O:28][C:29]([CH3:30])([CH3:31])[CH3:32])[CH2:21]4)=[N:18][CH:19]=3)=[O:12])=[CH:9][CH:8]=2)[CH2:2][CH2:3][CH2:4][CH2:5][CH2:6]1. Procedure details: tert-Butyl {1-[5-(4-cyclohexylbenzoylamino)pyridin-2-yl]pyrrolidin-3-yl}methylcarbamate was reacted with 3-methyl-2-butenyl bromide by method F-a. This resulted in the product with the molecular weight of 546.76 (C33H46N4O3); MS (ESI): 547 (M+H+). Starting materials: Cl (hydrochloric acid), C1=CN(C=N1)C(=O)N2C=CN=C2 (CDI), C(C)(C)(C)OC(=O)N1CCO[C@H]([C@@H](C1)CC(=O)O)C1=CC(=C(C=C1)Cl)Cl ([(6R,7R)-4-(tert-butoxycarbonyl)-7-(3,4-dichlorophenyl)-1,4-oxazepan-6-yl]acetic acid), C(C)OC(CC(=O)[O-])=O.[K+] (potassium 3-ethoxy-3-oxopropanoate), [Cl-].[Mg+2].[Cl-] (magnesium chloride). The solvent is C1CCOC1 (THF). Run at time 1 hour. The product is ClC=1C=C(C=CC1Cl)[C@H]1[C@@H](CN(CCO1)C(=O)OC(C)(C)C)CC(CC(=O)OCC)=O (tert-butyl (6R,7R)-7-(3,4-dichlorophenyl)-6-(4-ethoxy-2,4-dioxobutyl)-1,4-oxazepane-4-carboxylate). Yield: 87.9%. Reaction SMILES: C1N=CN(C(N2C=NC=C2)=O)C=1.[C:13]([O:17][C:18]([N:20]1[CH2:26][C@@H:25]([CH2:27][C:28]([OH:30])=O)[C@H:24]([C:31]2[CH:36]=[CH:35][C:34]([Cl:37])=[C:33]([Cl:38])[CH:32]=2)[O:23][CH2:22][CH2:21]1)=[O:19])([CH3:16])([CH3:15])[CH3:14].[CH2:39]([O:41][C:42](=[O:47])[CH2:43]C([O-])=O)[CH3:40].[K+].[Cl-].[Mg+2].[Cl-].Cl>C1COCC1>[Cl:38][C:33]1[CH:32]=[C:31]([C@@H:24]2[O:23][CH2:22][CH2:21][N:20]([C:18]([O:17][C:13]([CH3:16])([CH3:15])[CH3:14])=[O:19])[CH2:26][C@H:25]2[CH2:27][C:28](=[O:30])[CH2:43][C:42]([O:41][CH2:39][CH3:40])=[O:47])[CH:36]=[CH:35][C:34]=1[Cl:37] |f:2.3,4.5.6|. Procedure: CDI (0.991 g, 6.11 mmol) was added to a solution of [(6R,7R)-4-(tert-butoxycarbonyl)-7-(3,4-dichlorophenyl)-1,4-oxazepan-6-yl]acetic acid (1.9 g, 4.70 mmol) in THF (20 ml), and the mixture was stirred at room temperature for 1 hr. To the reaction mixture were added potassium 3-ethoxy-3-oxopropanoate (0.880 g, 5.17 mmol) and magnesium chloride (0.492 g, 5.17 mmol). The reaction mixture was stirred at 60° C. for 5 hr. To the reaction mixture was added 1 N hydrochloric acid, and the mixture was ext... Reactants: BrC1=CC=C(C=C1)CCNC1=NC=NC2=NC=CN=C12 ([2-(4-bromophenyl)-ethyl]-pteridin-4-yl-amine), FC1=NC=C(C=C1)B(O)O (2-fluoro-5-pyridineboronic acid), C(=O)(O)[O-].[Na+] (NaHCO3). Reagents/catalysts: Cl[Pd]([P](C1=CC=CC=C1)(C2=CC=CC=C2)C3=CC=CC=C3)([P](C4=CC=CC=C4)(C5=CC=CC=C5)C6=CC=CC=C6)Cl (PdCl2(PPh3)2). Solvent: COCCOC (ethylene glycol dimethyl ether). Yields the product FC1=CC=C(C=N1)C1=CC=C(C=C1)CCNC1=NC=NC2=NC=CN=C12 ({2-[4-(6-fluoropyridin-3-yl)-phenyl]-ethyl}-pteridin-4-yl-amine). Isolated yield 9.5%. As a reaction SMILES: Br[C:2]1[CH:7]=[CH:6][C:5]([CH2:8][CH2:9][NH:10][C:11]2[C:20]3[C:15](=[N:16][CH:17]=[CH:18][N:19]=3)[N:14]=[CH:13][N:12]=2)=[CH:4][CH:3]=1.[F:21][C:22]1[CH:27]=[CH:26][C:25](B(O)O)=[CH:24][N:23]=1.C([O-])(O)=O.[Na+]>Cl[Pd](Cl)([P](C1C=CC=CC=1)(C1C=CC=CC=1)C1C=CC=CC=1)[P](C1C=CC=CC=1)(C1C=CC=CC=1)C1C=CC=CC=1.COCCOC>[F:21][C:22]1[N:23]=[CH:24][C:25]([C:2]2[CH:7]=[CH:6][C:5]([CH2:8][CH2:9][NH:10][C:11]3[C:20]4[C:15](=[N:16][CH:17]=[CH:18][N:19]=4)[N:14]=[CH:13][N:12]=3)=[CH:4][CH:3]=2)=[CH:26][CH:27]=1 |f:2.3,^1:38,57|. Reported procedure: To a round bottom flask was added [2-(4-bromophenyl)-ethyl]-pteridin-4-yl-amine (200 mg, 0.61 mmol), 2-fluoro-5-pyridineboronic acid (102 mg, 0.73 mmol), NaHCO3 (102 mg, 1.21 mmol), PdCl2(PPh3)2 (213 mg) and 50% aqueous ethylene glycol dimethyl ether (DME; 3.0 mL). The reaction was heated to reflux for 4.5 h, after which the reaction was cooled and the resulting orange precipitate filtered. The filtered material was washed with EtOAc and the filtrate washed with H2O. The organic fractions were p... Reactants: ClCc1cncc(Br)c1, N#C[K], CN(C)C=O. Product: N#CCc1cncc(Br)c1. Reaction SMILES: [Br:4][c:5]1[cH:6][n:7][cH:8][c:9]([CH2:11][Cl:12])[cH:10]1.[K:1][C:2]#[N:3].[O:13]=[CH:14][N:15]([CH3:16])[CH3:17]>>[C:2](#[N:3])[CH2:11][c:9]1[cH:8][n:7][cH:6][c:5]([Br:4])[cH:10]1. Reactants: C(C)OC1=CC(CCC1)=O (3-ethoxy-2-cyclohexenone), C(CCC)[Li] (n-butyllithium), BrC1=C(C=CC=C1)OC (bromoanisole), Cl (hydrochloric acid). Solvent: C(C)OCC (diethyl ether), CCCCCC (hexane), C(C)OCC (diethyl ether). Conditions: time 2 hour. Yields the product COC1=CC=C(C=C1)C1=CC(CCC1)=O (3-(4-Methoxyphenyl)-2-cyclohexen-1-one). Reaction SMILES: C([Li])CCC.Br[C:7]1[CH:12]=[CH:11][CH:10]=[CH:9][C:8]=1[O:13][CH3:14].C([O:17][C:18]1[CH2:23][CH2:22][CH2:21][C:20](=O)[CH:19]=1)C.Cl>CCCCCC.C(OCC)C>[CH3:14][O:13][C:8]1[CH:9]=[CH:10][C:11]([C:20]2[CH2:21][CH2:22][CH2:23][C:18](=[O:17])[CH:19]=2)=[CH:12][CH:7]=1. Procedure details: 100 ml of n-butyllithium 1.6M in hexane are added dropwise at 0° C. to a solution of 20 ml of bromoanisole in 600 ml of diethyl ether. After 2 hours, 20.2 ml of 3-ethoxy-2-cyclohexenone in 80 ml of diethyl ether are added dropwise. After 3 hours, 100 ml of 3N hydrochloric acid are added dropwise. The organic phase is separated off and concentrated, and the residue is purified over silica gel. 3-(4-Methoxyphenyl)-2-cyclohexen-1-one is obtained in the form of colourless crystals, m.p.: 83-85° C. The reactants are C(#C)C1(OC2=C(CC1)C(=C(C(=C2C)C)O)C)C (rac-3,4-dihydro-2-ethynyl-2,5,7,8-tetramethyl-2H-1-benzopyran-6-ol), BrC1=NC=CC=C1 (2-bromopyridine). The product is CC1(OC2=C(CC1)C(=C(C(=C2C)C)O)C)C#CC2=NC=CC=C2 (rac-3,4-Dihydro-2,5,7,8-tetramethyl-2-[(2-pyridinyl)ethynyl]-2H-1-benzopyran-6-ol). As a reaction SMILES: [C:1]([C:3]1([CH3:17])[CH2:8][CH2:7][C:6]2[C:9]([CH3:16])=[C:10]([OH:15])[C:11]([CH3:14])=[C:12]([CH3:13])[C:5]=2[O:4]1)#[CH:2].Br[C:19]1[CH:24]=[CH:23][CH:22]=[CH:21][N:20]=1>>[CH3:17][C:3]1([C:1]#[C:2][C:19]2[CH:24]=[CH:23][CH:22]=[CH:21][N:20]=2)[CH2:8][CH2:7][C:6]2[C:9]([CH3:16])=[C:10]([OH:15])[C:11]([CH3:14])=[C:12]([CH3:13])[C:5]=2[O:4]1. Reported procedure: This compound was prepared by reacting rac-3,4-dihydro-2-ethynyl-2,5,7,8-tetramethyl-2H-1-benzopyran-6-ol with 2-bromopyridine as described in Example 14. The compound was isolated by chromatography as in Example 14 and was crystallized from ethyl acetate to give colorless crystals with m.p. 179°-181° C.